This data is from the Open Reaction Database (ORD), a public repository of structured organic reaction records. The task is: describe an organic reaction: reactants, conditions, products, and yield The reactants are CN, COCC12Cc3cnn(-c4ccc(F)cc4)c3C=C1CCN(S(=O)(=O)c1ccc(Cl)nc1)C2. The product is CNc1ccc(S(=O)(=O)N2CCC3=Cc4c(cnn4-c4ccc(F)cc4)CC3(COC)C2)cn1. RXN SMILES: [CH3:34][NH2:35].[Cl:1][c:2]1[cH:3][cH:4][c:5]([S:8](=[O:9])(=[O:10])[N:11]2[CH2:12][C:13]3([CH2:31][O:32][CH3:33])[CH2:14][c:15]4[c:16]([n:21](-[c:24]5[cH:25][cH:26][c:27]([F:30])[cH:28][cH:29]5)[n:22][cH:23]4)[CH:17]=[C:18]3[CH2:19][CH2:20]2)[cH:6][n:7]1>>[c:2]1([NH:35][CH3:34])[cH:3][cH:4][c:5]([S:8](=[O:9])(=[O:10])[N:11]2[CH2:12][C:13]3([CH2:31][O:32][CH3:33])[CH2:14][c:15]4[c:16]([n:21](-[c:24]5[cH:25][cH:26][c:27]([F:30])[cH:28][cH:29]5)[n:22][cH:23]4)[CH:17]=[C:18]3[CH2:19][CH2:20]2)[cH:6][n:7]1. Starting materials: Cl (hydrochloric acid), CC1CNC2=CC=CC=C12 (3-Methylindoline), FC1=CC=C(CCN2CCC(CC2)=O)C=C1 (1-(4-fluorophenethyl)-4-piperidone). Yields the product FC1=CC=C(CCN2CCC(CC2)N2CC(C3=CC=CC=C23)C)C=C1 (1-[1-(4-fluorophenethyl)-piperdin-4-yl]-3-methylindoline). Yield: 75.6%. RXN SMILES: [CH3:1][CH:2]1[C:10]2[C:5](=[CH:6][CH:7]=[CH:8][CH:9]=2)[NH:4][CH2:3]1.[F:11][C:12]1[CH:26]=[CH:25][C:15]([CH2:16][CH2:17][N:18]2[CH2:23][CH2:22][C:21](=O)[CH2:20][CH2:19]2)=[CH:14][CH:13]=1.Cl>>[F:11][C:12]1[CH:13]=[CH:14][C:15]([CH2:16][CH2:17][N:18]2[CH2:23][CH2:22][CH:21]([N:4]3[C:5]4[C:10](=[CH:9][CH:8]=[CH:7][CH:6]=4)[CH:2]([CH3:1])[CH2:3]3)[CH2:20][CH2:19]2)=[CH:25][CH:26]=1. Procedure: 3-Methylindoline (0.2 g) and 1-(4-fluorophenethyl)-4-piperidone (0.50 g) were treated as in Example 16 to give the title compound (0.384 g) as a pale yellow oil (yield: 7.0.7%) Next, hydrochloric acid was added thereto to give a salt followed by recrystallization from ethanol. Thus the hydrochloride (0.314 g) of the title compound was obtained as colorless crystals. Starting materials: ( 8.53 ), 2C, BrCCCCCCCCCCCCN1C(C2=CC=CC=C2C1=O)=O (2-(12-bromododecyl)isoindoline-1,3-dione), C(C)OP(OCC)OCC (triethylphosphite), ( 452.254800 ), ( 2C ), ( 63.41 ). The solvent is C(C)(=O)OCC (ethyl acetate). Conditions: temperature 135 celsius, time 16 hour. The product is O=C1N(C(C2=CC=CC=C12)=O)CCCCCCCCCCCCP(OCC)(OCC)=O (diethyl 12-(1,3-dioxoisoindolin-2-yl)dodecylphosphonate). Isolated yield 84.0%. As a reaction SMILES: Br[CH2:2][CH2:3][CH2:4][CH2:5][CH2:6][CH2:7][CH2:8][CH2:9][CH2:10][CH2:11][CH2:12][CH2:13][N:14]1[C:22](=[O:23])[C:21]2[C:16](=[CH:17][CH:18]=[CH:19][CH:20]=2)[C:15]1=[O:24].[CH2:25]([O:27][P:28]([O:32]CC)[O:29][CH2:30][CH3:31])[CH3:26]>C(OCC)(=O)C>[O:24]=[C:15]1[C:16]2[C:21](=[CH:20][CH:19]=[CH:18][CH:17]=2)[C:22](=[O:23])[N:14]1[CH2:13][CH2:12][CH2:11][CH2:10][CH2:9][CH2:8][CH2:7][CH2:6][CH2:5][CH2:4][CH2:3][CH2:2][P:28](=[O:32])([O:29][CH2:30][CH3:31])[O:27][CH2:25][CH3:26]. Reported procedure: 2-(12-bromododecyl)isoindoline-1,3-dione (9.30 g, 23.6 mmol) was combined with triethylphosphite (11.76 g, 70.7 mmol) in a round bottom flask and the mixture heated and stirred at 135° C. for 16 hours. The reaction mixture was then put under hi-vacuum at 90° C. for 4 hours. The product was then obtained as a clear oil after column chromatography in ethyl acetate. (8.96 g, 84% yield). 1H NMR (400.14 MHz, CDCl3) δ 7.80 (dd, J=5.43, 3.04 Hz, 2H), 7.67 (dd, J=5.47, 3.05 Hz, 2H), 4.08-4.02 (m, 4H), 3...